This data is from the Open Reaction Database (ORD), a public repository of structured organic reaction records. The task is: describe an organic reaction: reactants, conditions, products, and yield Starting materials: [Br-], CCCC[N+](CCCC)(CCCC)CCCC, CN(C)CCCl, ClCCl, Cl, O=[N+]([O-])c1ccc2c(c1)NCCS2, [Na+], [OH-], O. The product is CN(C)CCN1CCSc2ccc([N+](=O)[O-])cc21. RXN SMILES: [Br-:23].[CH3:24][CH2:25][CH2:26][CH2:27][N+:28]([CH2:29][CH2:30][CH2:31][CH3:32])([CH2:33][CH2:34][CH2:35][CH3:36])[CH2:37][CH2:38][CH2:39][CH3:40].[Cl:15][CH2:16][CH2:17][N:18]([CH3:19])[CH3:20].[Cl:41][CH2:42][Cl:43].[ClH:14].[N+:1](=[O:2])([O-:3])[c:4]1[cH:5][c:6]2[c:7]([cH:12][cH:13]1)[S:8][CH2:9][CH2:10][NH:11]2.[Na+:22].[OH-:21].[OH2:44]>>[N+:1](=[O:2])([O-:3])[c:4]1[cH:5][c:6]2[c:7]([cH:12][cH:13]1)[S:8][CH2:9][CH2:10][N:11]2[CH2:16][CH2:17][N:18]([CH3:19])[CH3:20]. The reactants are CI, CN(C)C=O, [Na], CC(=O)C(C#N)c1ccc2c(c1)Cc1cccnc1O2. Product: CC(=O)C(C)(C#N)c1ccc2c(c1)Cc1cccnc1O2. As a reaction SMILES: [CH3:22][I:23].[CH3:24][N:25]([CH3:26])[CH:27]=[O:28].[Na:1].[n:2]1[c:3]2[c:4]([cH:5][cH:6][cH:7]1)[CH2:8][c:9]1[c:10]([cH:12][cH:13][c:14]([CH:16]([C:17](=[O:18])[CH3:19])[C:20]#[N:21])[cH:15]1)[O:11]2>>[n:2]1[c:3]2[c:4]([cH:5][cH:6][cH:7]1)[CH2:8][c:9]1[c:10]([cH:12][cH:13][c:14]([C:16]([C:17](=[O:18])[CH3:19])([C:20]#[N:21])[CH3:22])[cH:15]1)[O:11]2. Reactants: [BH4-].[Na+] (sodium borohydride), C(=O)(OC)CCCCCCC=1N=CSC1\C=C\C(CCCCC)=O (4-(6-carbomethoxyhexyl)-5-(3-keto-1-trans-octenyl)-thiazole). Solvent: O (water), C(C)(C)O (isopropanol), O (water). Run at time 2 hour. Product: C(=O)(OC)CCCCCCC=1N=CSC1\C=C\C(CCCCC)O (4-(6-carbomethoxyhexyl)-5-(3-hydroxy-1-trans-octenyl)-thiazole). The yield is 82.5%. RXN SMILES: [BH4-].[Na+].[C:3]([CH2:7][CH2:8][CH2:9][CH2:10][CH2:11][CH2:12][C:13]1[N:14]=[CH:15][S:16][C:17]=1/[CH:18]=[CH:19]/[C:20](=[O:26])[CH2:21][CH2:22][CH2:23][CH2:24][CH3:25])([O:5][CH3:6])=[O:4]>O.C(O)(C)C>[C:3]([CH2:7][CH2:8][CH2:9][CH2:10][CH2:11][CH2:12][C:13]1[N:14]=[CH:15][S:16][C:17]=1/[CH:18]=[CH:19]/[CH:20]([OH:26])[CH2:21][CH2:22][CH2:23][CH2:24][CH3:25])([O:5][CH3:6])=[O:4] |f:0.1|. Reported procedure: The solution of 143 mg of sodium borohydride in 30 ml of water was added to the solution of 2.65 g of 4-(6-carbomethoxyhexyl)-5-(3-keto-1-trans-octenyl)-thiazole (Ia, R1 = H) in 30 ml of isopropanol. The obtained reaction mixture was stirred for 2 hours at room temperature, then poured onto 150 ml of water, and extracted with 3 × 75 ml of ethyl acetate. The ethyl acetate extract was washed with water to neutral and evaporated in vacuo. The obtained 2.5 g of evaporation residue was subjected to c... The product is CC(=O)C1CCc2c([nH]c3c(C(N)=O)ccc(-c4c(F)cccc4F)c23)C1. Reactants: [Br-], C1CCOC1, C[Mg+], Cl, CON(C)C(=O)C1CCc2c([nH]c3c(C(N)=O)ccc(-c4c(F)cccc4F)c23)C1. Reaction SMILES: [Br-:31].[CH2:35]1[O:36][CH2:37][CH2:38][CH2:39]1.[CH3:32][Mg+:33].[ClH:34].[F:1][c:2]1[c:3](-[c:9]2[c:10]3[c:11]4[c:16]([nH:17][c:18]3[c:19]([C:22](=[O:23])[NH2:24])[cH:20][cH:21]2)[CH2:15][CH:14]([C:25](=[O:26])[N:27]([O:28][CH3:29])[CH3:30])[CH2:13][CH2:12]4)[c:4]([F:8])[cH:5][cH:6][cH:7]1>>[F:1][c:2]1[c:3](-[c:9]2[c:10]3[c:11]4[c:16]([nH:17][c:18]3[c:19]([C:22](=[O:23])[NH2:24])[cH:20][cH:21]2)[CH2:15][CH:14]([C:25](=[O:26])[CH3:32])[CH2:13][CH2:12]4)[c:4]([F:8])[cH:5][cH:6][cH:7]1.